This data is from the Open Reaction Database (ORD), a public repository of structured organic reaction records. The task is: describe an organic reaction: reactants, conditions, products, and yield Reactants: ( 16 ), [K+].[Br-] (KBr), N—CH2—CH2,3, NCCNCCNCCN (Triethylene tetramine), C(C=C)(=O)Cl (acryloyl chloride), N—CH2—CH2, ( D2 ), ( D2 ). Run in ClCCl (dichloromethane), ClCCl (dichloromethane). Yields the product C(C=C)(=O)C(N(C(C=C)=O)C(C=C)=O)(CNCCNCCN)C(C=C)=O (Tetra acryloyl triethylene tetramine). As a reaction SMILES: [NH2:1][CH2:2][CH2:3][NH:4][CH2:5][CH2:6][NH:7][CH2:8][CH2:9][NH2:10].[C:11](Cl)(=[O:14])[CH:12]=[CH2:13].[K+].[Br-]>ClCCl>[C:11]([C:2]([C:11](=[O:14])[CH:12]=[CH2:13])([CH2:3][NH:4][CH2:5][CH2:6][NH:7][CH2:8][CH2:9][NH2:10])[N:1]([C:11](=[O:14])[CH:12]=[CH2:13])[C:11](=[O:14])[CH:12]=[CH2:13])(=[O:14])[CH:12]=[CH2:13] |f:2.3|. Reported procedure: Triethylene tetramine (2.93 g, 0.02 moles) in dichloromethane (100 ml) was added drop wise over 6 hrs to a solution of acryloyl chloride (7.24 g, 0.08 moles) in dichloromethane (40 ml), stirring vigorously at room temperature. The reaction was stirred at room temperature overnight and the suspension was filtered. The filtrate was extracted with NaOH(aq). The water was rotary evaporated and the residue was washed with acetone and filtered. The acetone washings were concentrated down and the yello... Reactants: C=Cc1ccc2c(c1)c(-c1ccc(C(C)(C)C)cc1)c(C(=O)OCC)n2Cc1cccc(OC)c1, [O-][I+3]([O-])([O-])[O-], [Na+], C1CCOC1, O. RXN SMILES: [C:1]([CH3:2])([CH3:3])([CH3:4])[c:5]1[cH:6][cH:7][c:8](-[c:11]2[c:12]([C:31](=[O:32])[O:33][CH2:34][CH3:35])[n:13]([CH2:22][c:23]3[cH:24][c:25]([O:29][CH3:30])[cH:26][cH:27][cH:28]3)[c:14]3[cH:15][cH:16][c:17]([CH:20]=[CH2:21])[cH:18][c:19]23)[cH:9][cH:10]1.[I+3:36]([O-:37])([O-:38])([O-:39])[O-:40].[Na+:41].[O:43]1[CH2:44][CH2:45][CH2:46][CH2:47]1.[OH2:42]>>[C:1]([CH3:2])([CH3:3])([CH3:4])[c:5]1[cH:6][cH:7][c:8](-[c:11]2[c:12]([C:31](=[O:32])[O:33][CH2:34][CH3:35])[n:13]([CH2:22][c:23]3[cH:24][c:25]([O:29][CH3:30])[cH:26][cH:27][cH:28]3)[c:14]3[cH:15][cH:16][c:17]([CH:20]=[O:37])[cH:18][c:19]23)[cH:9][cH:10]1. Product: CCOC(=O)c1c(-c2ccc(C(C)(C)C)cc2)c2cc(C=O)ccc2n1Cc1cccc(OC)c1. Reactants: C(CCC)N1SC=2N(C1=O)C=CN2 (2-butylimidazo[1,2-d]-1,2,4-thiadiazole-3(2H)-one), N#CBr (cyanogen bromide). Run in ClCCl (dichloromethane). Conditions: time 16 hour. Yields the product BrC1=NSC=2N1C=CN2 (3-bromoimidazo[1,2-d]-1,2,4-thiadiazole). The yield is 90.1%. As a reaction SMILES: C([N:5]1[C:9](=O)[N:8]2[CH:11]=[CH:12][N:13]=[C:7]2[S:6]1)CCC.N#C[Br:16]>ClCCl>[Br:16][C:9]1[N:8]2[CH:11]=[CH:12][N:13]=[C:7]2[S:6][N:5]=1. Procedure details: To a cooled solution of 2-butylimidazo[1,2-d]-1,2,4-thiadiazole-3(2H)-one (4.78 g, 0.0242 mole) in 25 mL dichloromethane, cyanogen bromide (5.13 g, 0.0482 mole) was added in one portion and the mixture was stirred for 16 h at room temperature. The precipitate was filtered, slurried in 10 mL of methanol and subsequently washed with dichloromethane to give 4.45 g (90%) of 3-bromoimidazo[1,2-d]-1,2,4-thiadiazole as a colourless powder: mp 220° C. (dec); MS m/z 205, 203 (M+). Anal. Calcd for C4 H2N3...